Dataset: the Open Reaction Database (ORD), a public repository of structured organic reaction records. Task: describe an organic reaction: reactants, conditions, products, and yield Starting materials: C(C1=CC=CC=C1)OC1=C(C(=O)N)C=C(C=C1)CCOS(=O)(=O)C1=CC=C(C=C1)C (2-Benzyloxy-5-[2-(p-toluenesulfonyloxy)ethyl]benzamide). The reagents and catalysts are [C].[Pd] (palladium carbon). The solvent is CO (methanol), O1CCCC1 (tetrahydrofuran). Conditions: time 1 hour. The product is C(C1=CC=CC=C1)(=O)N (benzamide). Yield: 260.5%. Reaction SMILES: C(O[C:9]1[CH:17]=[CH:16][C:15](CCOS(C2C=CC(C)=CC=2)(=O)=O)=[CH:14][C:10]=1[C:11]([NH2:13])=[O:12])C1C=CC=CC=1>CO.O1CCCC1.[C].[Pd]>[C:11]([NH2:13])(=[O:12])[C:10]1[CH:14]=[CH:15][CH:16]=[CH:17][CH:9]=1 |f:3.4|. Procedure: 2-Benzyloxy-5-[2-(p-toluenesulfonyloxy)ethyl]benzamide (627 mg) was dissolved in methanol (5 ml) and tetrahydrofuran (5 ml), and 10% palladium carbon (wet, 50% water) (169 mg) was added to the solution. The mixture was stirred for 1 hour at room temperature under a hydrogen atmosphere, and the catalyst was filtered off. Removal of the solvent under reduced pressure gave 2-hydroxy-5-[2-toluenesulfonyloxy)ethyl]benzamide (465 mg). Reactants: C(CCCCCCCCCCC)(=O)Cl (lauroyl chloride), [O-2].[Mg+2] (magnesium oxide), O (water), OCCN(CCN(CCO)C(CCCCCCCCCCCCCCC)=O)C(CCCCCCCCCCCCCCC)=O (1,2-bis(N-(2-hydroxyethyl)-palmitoylamino)ethane). Run in O1CCOCC1 (1,4-dioxane). The product is OCCN(CCN(CCO)C(CCCCCCCCCCC)=O)C(CCCCCCCCCCC)=O (1,2-bis(N-(2-hydroxyethyl)-lauroylamino)ethane). The yield is 325.6%. Reaction SMILES: [O-2].[Mg+2].O.[OH:4][CH2:5][CH2:6][N:7]([C:31](=[O:47])[CH2:32][CH2:33][CH2:34][CH2:35][CH2:36][CH2:37][CH2:38][CH2:39][CH2:40][CH2:41][CH2:42]CCCC)[CH2:8][CH2:9][N:10]([C:14](=[O:30])[CH2:15][CH2:16][CH2:17][CH2:18][CH2:19][CH2:20][CH2:21][CH2:22][CH2:23][CH2:24][CH2:25]CCCC)[CH2:11][CH2:12][OH:13].C(Cl)(=O)CCCCCCCCCCC>O1CCOCC1>[OH:4][CH2:5][CH2:6][N:7]([C:31](=[O:47])[CH2:32][CH2:33][CH2:34][CH2:35][CH2:36][CH2:37][CH2:38][CH2:39][CH2:40][CH2:41][CH3:42])[CH2:8][CH2:9][N:10]([C:14](=[O:30])[CH2:15][CH2:16][CH2:17][CH2:18][CH2:19][CH2:20][CH2:21][CH2:22][CH2:23][CH2:24][CH3:25])[CH2:11][CH2:12][OH:13] |f:0.1|. Procedure details: Into a 500 ml rounded-flask, were introduced 4.0 g of magnesium oxide and 80 g of distilled water. The mixture was stirred. Thereto was added 7.3 g of N,N'-bis(2-hydroxyethyl)-1,2-diaminoethane prepared in Example 27, and then was added 250 ml of 1,4-dioxane. 21.3 g of lauroyl chloride was gradually added dropwise to the resulting mixture for 1 hour under violent stirring at a room temperature. After stirring for 2 hours, the mixture was filtered, and the filtrate was mixed with 200 ml of chloro... Starting materials: COC(Cc1cccc(C#CCCCOc2ccc(Oc3ccccc3)cc2)c1)C(=O)O, CCOC(C)=O. Product: COC(Cc1cccc(CCCCCOc2ccc(Oc3ccccc3)cc2)c1)C(=O)O. Reaction SMILES: [CH3:1][O:2][CH:3]([C:4](=[O:5])[OH:6])[CH2:7][c:8]1[cH:9][c:10]([C:14]#[C:15][CH2:16][CH2:17][CH2:18][O:19][c:20]2[cH:21][cH:22][c:23]([O:26][c:27]3[cH:28][cH:29][cH:30][cH:31][cH:32]3)[cH:24][cH:25]2)[cH:11][cH:12][cH:13]1.[CH3:33][CH2:34][O:35][C:36](=[O:37])[CH3:38]>>[CH3:1][O:2][CH:3]([C:4](=[O:5])[OH:6])[CH2:7][c:8]1[cH:9][c:10]([CH2:14][CH2:15][CH2:16][CH2:17][CH2:18][O:19][c:20]2[cH:21][cH:22][c:23]([O:26][c:27]3[cH:28][cH:29][cH:30][cH:31][cH:32]3)[cH:24][cH:25]2)[cH:11][cH:12][cH:13]1.